From a dataset of the Open Reaction Database (ORD), a public repository of structured organic reaction records. describe an organic reaction: reactants, conditions, products, and yield The reactants are Cl (hydrochloric acid), BrBr (bromine), C(CC)(=O)C1=CC=CC=C1 (propiophenone), [Na] (sodium), CO (methanol). Reagents/catalysts: [Cl-].[Al+3].[Cl-].[Cl-] (aluminum chloride). Run in CCOCC (ether). Conditions: time 1 hour. Yields the product C1(=CC=CC=C1)C(C(C)=O)=O (1-phenylpropane-1,2-dione). Isolated yield 86.0%. RXN SMILES: [C:1]([C:5]1[CH:10]=[CH:9][CH:8]=[CH:7][CH:6]=1)(=[O:4])[CH2:2][CH3:3].BrBr.[Na].Cl.C[OH:16]>[Cl-].[Al+3].[Cl-].[Cl-].CCOCC>[C:5]1([C:1](=[O:4])[C:2](=[O:16])[CH3:3])[CH:10]=[CH:9][CH:8]=[CH:7][CH:6]=1 |f:5.6.7.8,^1:12|. Procedure: 6.0 kg (44.78 moles) of propiophenone and 92 g of anhydrous aluminum chloride were added to 6 liters of ether followed by 17.2 kg (107.5 mole) of bromine at a rate to maintained a gentle reflux. When the addition was complete (approximately 6 hours), the mixture was heated to reflux overnight and then the solvent was removed under vacuum to obtain a lachrymatory dark red/orange oil. The oil was slowly added to a solution of 2.81 kg (122.2 mmole)of sodium in 45 l of methanol while maintaining the... Starting materials: COC1=CC=C(C=C1)C1=COC2=C1C=CC=C2 (3-p-methoxyphenylbenzofuran), CC=1C=C(C(=O)Cl)C=C(C1)C (3,5-dimethylbenzoyl chloride). Product: COC1=CC=C(C=C1)C1=C(OC2=C1C=CC=C2)C(C2=CC(=CC(=C2)C)C)=O (3-p-methoxyphenyl-2-(3',5'-dimethylbenzoyl)benzofuran). RXN SMILES: [CH3:1][O:2][C:3]1[CH:8]=[CH:7][C:6]([C:9]2[C:13]3[CH:14]=[CH:15][CH:16]=[CH:17][C:12]=3[O:11][CH:10]=2)=[CH:5][CH:4]=1.[CH3:18][C:19]1[CH:20]=[C:21]([CH:25]=[C:26]([CH3:28])[CH:27]=1)[C:22](Cl)=[O:23]>>[CH3:1][O:2][C:3]1[CH:8]=[CH:7][C:6]([C:9]2[C:13]3[CH:14]=[CH:15][CH:16]=[CH:17][C:12]=3[O:11][C:10]=2[C:22](=[O:23])[C:21]2[CH:25]=[C:26]([CH3:28])[CH:27]=[C:19]([CH3:18])[CH:20]=2)=[CH:5][CH:4]=1. Reported procedure: When 3-p-methoxyphenylbenzofuran is acylated with 3,5-dimethylbenzoyl chloride as described in the procedure of Example 1, 3-p-methoxyphenyl-2-(3',5'-dimethylbenzoyl)benzofuran is obtained.